The task is: describe an organic reaction: reactants, conditions, products, and yield. This data is from the Open Reaction Database (ORD), a public repository of structured organic reaction records. The reactants are CC(C)(C)OC(=O)NCC(=O)NC(Cc1ccccc1)C(=O)OCc1ccccc1, Cl, C1COCCO1. Product: NCC(=O)NC(Cc1ccccc1)C(=O)OCc1ccccc1, Cl. Reaction SMILES: [CH2:1]([c:2]1[cH:3][cH:4][cH:5][cH:6][cH:7]1)[O:8][C:9]([CH:10]([NH:11][C:12]([CH2:13][NH:14][C:15]([O:16][C:17]([CH3:18])([CH3:19])[CH3:20])=[O:21])=[O:22])[CH2:23][c:24]1[cH:25][cH:26][cH:27][cH:28][cH:29]1)=[O:30].[ClH:31].[O:32]1[CH2:33][CH2:34][O:35][CH2:36][CH2:37]1>>[CH2:1]([c:2]1[cH:3][cH:4][cH:5][cH:6][cH:7]1)[O:8][C:9]([CH:10]([NH:11][C:12]([CH2:13][NH2:14])=[O:22])[CH2:23][c:24]1[cH:25][cH:26][cH:27][cH:28][cH:29]1)=[O:30].[ClH:31]. Starting materials: BrC=1C=C(C(=CC1)NCCN1CCCC1)N (4-bromo-N1-(2-pyrrolidin-1-yl-ethyl)-benzene-1,2-diamine), C(=O)(O)[O-].[Na+] (NaHCO3). Solvent: C(=O)O (formic acid). The product is BrC1=CC2=C(N(C=N2)CCN2CCCC2)C=C1 (5-bromo-1-(2-pyrrolidin-1-yl-ethyl)-1H-benzimidazole). RXN SMILES: [Br:1][C:2]1[CH:3]=[C:4]([NH2:16])[C:5]([NH:8][CH2:9][CH2:10][N:11]2[CH2:15][CH2:14][CH2:13][CH2:12]2)=[CH:6][CH:7]=1.[C:17]([O-])(O)=O.[Na+]>C(O)=O>[Br:1][C:2]1[CH:7]=[CH:6][C:5]2[N:8]([CH2:9][CH2:10][N:11]3[CH2:12][CH2:13][CH2:14][CH2:15]3)[CH:17]=[N:16][C:4]=2[CH:3]=1 |f:1.2|. Procedure: A solution of 904 mg (3.18 mmol) 4-bromo-N1-(2-pyrrolidin-1-yl-ethyl)-benzene-1,2-diamine in 5 mL formic acid is refluxed for 1.5 h. It is made alkaline with semisaturated NaHCO3 solution and extracted twice with 70 mL EtOAc. The organic phase is dried over MgSO4 and the solvent is eliminated i.vac. Reactants: C1(CC1)NC1CCN(CC1)C1=NC(=NO1)C1=CC=CC=C1 (cyclopropyl-[1-(3-phenyl-[1,2,4]oxadiazol-5-yl)-piperidin-4-yl]-amine), CC=1N=COC1C1=CC=C(C(=O)O)C=C1 (4-(4-methyl-oxazol-5-yl)-benzoic acid). The product is C1(CC1)N(C(C1=CC=C(C=C1)C1=C(N=CO1)C)=O)C1CCN(CC1)C1=NC(=NO1)C1=CC=CC=C1 (N-Cyclopropyl-4-(4-methyl-oxazol-5-yl)-N-[1-(3-phenyl-[1,2,4]oxadiazol-5-yl)-piperidin-4-yl]-benzamide). As a reaction SMILES: [CH:1]1([NH:4][CH:5]2[CH2:10][CH2:9][N:8]([C:11]3[O:15][N:14]=[C:13]([C:16]4[CH:21]=[CH:20][CH:19]=[CH:18][CH:17]=4)[N:12]=3)[CH2:7][CH2:6]2)[CH2:3][CH2:2]1.[CH3:22][C:23]1[N:24]=[CH:25][O:26][C:27]=1[C:28]1[CH:36]=[CH:35][C:31]([C:32](O)=[O:33])=[CH:30][CH:29]=1>>[CH:1]1([N:4]([CH:5]2[CH2:6][CH2:7][N:8]([C:11]3[O:15][N:14]=[C:13]([C:16]4[CH:21]=[CH:20][CH:19]=[CH:18][CH:17]=4)[N:12]=3)[CH2:9][CH2:10]2)[C:32](=[O:33])[C:31]2[CH:30]=[CH:29][C:28]([C:27]3[O:26][CH:25]=[N:24][C:23]=3[CH3:22])=[CH:36][CH:35]=2)[CH2:3][CH2:2]1. Procedure: The title compound is prepared from cyclopropyl-[1-(3-phenyl-[1,2,4]oxadiazol-5-yl)-piperidin-4-yl]-amine and 4-(4-methyl-oxazol-5-yl)-benzoic acid following a procedure analogous to that described in Example 17. LC (method 11): tR=3.12 min; Mass spectrum (ESI+): m/z=470 [M+H]+. Starting materials: C1CC(=O)N(C1=O)Br (NBS), C(C)NC([O-])=O.CC=1C=CC=2C(C3C(CNC3)C2C1)C (N-Ethylcarbamate 5-methyl-8-methyl-1,2,3,3a,8,8a-hexahydroindeno[1,2-c]pyrrole). Reaction conditions: time 8 hour. The product is C(C)NC([O-])=O.CC=1C(=CC=2C(C3C(CNC3)C2C1)C)Br (N-Ethylcarbamate 5-methyl-6-bromo-8-methyl-1,2,3,3a,8,8a-hexahydroindeno[1,2-c]pyrrole). As a reaction SMILES: C1C(=O)N([Br:8])C(=O)C1.[CH2:9]([NH:11][C:12](=[O:14])[O-:13])[CH3:10].[CH3:15][C:16]1[CH:17]=[CH:18][C:19]2[CH:20]([CH3:28])[CH:21]3[CH2:25][NH:24][CH2:23][CH:22]3[C:26]=2[CH:27]=1>C(#N)C.C(Cl)Cl.O>[CH2:9]([NH:11][C:12](=[O:13])[O-:14])[CH3:10].[CH3:15][C:16]1[C:17]([Br:8])=[CH:18][C:19]2[CH:20]([CH3:28])[CH:21]3[CH2:25][NH:24][CH2:23][CH:22]3[C:26]=2[CH:27]=1 |f:1.2,6.7|. Reported procedure: NBS (34 mg, 0.2 mmol) was added to a solution of N-Ethylcarbamate-5-methyl-8-methyl-1,2,3,3a,8,8a-hexahydroindeno[1,2-c]pyrrole (from Example 21, Step A) (50 mg, 0.2 mmol) in acetonitrile (1 mL), and stirred overnight at room temperature. The reaction was diluted with CH2Cl2 (3 mL) and H2O (3 mL) and filtered through an Extrelut column. The column was washed with CH2Cl2 and the filtrate was concentrated. The crude product was purified by column chromatography (SiO2) using a 0-50% EtOAc-hexanes g... Run in C(C)#N (acetonitrile), C(Cl)Cl (CH2Cl2), O (H2O).